Dataset: the Open Reaction Database (ORD), a public repository of structured organic reaction records. Task: describe an organic reaction: reactants, conditions, products, and yield Reactants: FC1=CC=C(C=C1)C1=CC(NC2=CC=CC=C12)=O (4-(4-fluorophenyl)carbostyril), P(=O)(Cl)(Cl)Cl (phosphorus oxychloride). Yields the product ClC1=NC2=CC=CC=C2C(=C1)C1=CC=C(C=C1)F (2-chloro-4-(4-fluorophenyl)quinoline). Reaction SMILES: [F:1][C:2]1[CH:7]=[CH:6][C:5]([C:8]2[C:17]3[C:12](=[CH:13][CH:14]=[CH:15][CH:16]=3)[NH:11][C:10](=O)[CH:9]=2)=[CH:4][CH:3]=1.P(Cl)(Cl)([Cl:21])=O>>[Cl:21][C:10]1[CH:9]=[C:8]([C:5]2[CH:6]=[CH:7][C:2]([F:1])=[CH:3][CH:4]=2)[C:17]2[C:12](=[CH:13][CH:14]=[CH:15][CH:16]=2)[N:11]=1. Procedure: A mixture of 12 g of 4-(4-fluorophenyl)carbostyril and 50 ml of phosphorus oxychloride is heated under reflux for 1.5 hours and then concentrated under reduced pressure. Ice-water is added to the residue and the resulting mixture is extracted with chloroform. The organic layer is dried over anhydrous sodium sulfate and concentrated under reduced pressure. The residue is recrystallized from diethyl ether - ethanol to give 11.1 g of the title compound, m.p. 118° C. Reactants: FC1=C(C=C(C=C1)OC)C1=C(C=C(C=C1)C(=O)OC)C(C(C=C)(C)C)O (Methyl 2′-fluoro-2-(1-hydroxy-2,2-dimethyl-3-butenyl)-5′-(methyloxy)-1,1′-biphenyl-4-carboxylate). Reagents/catalysts: [Pd] (palladium on carbon). Run in CO (MeOH). Run at time 18 hour. Yields the product FC1=C(C=C(C=C1)OC)C1=C(C=C(C=C1)C(=O)OC)C(C(CC)(C)C)O (Methyl 2′-fluoro-2-(1-hydroxy-2,2-dimethylbutyl)-5′-(methyloxy)-1,1′-biphenyl-4-carboxylate). The yield is 86.8%. Reaction SMILES: [F:1][C:2]1[CH:7]=[CH:6][C:5]([O:8][CH3:9])=[CH:4][C:3]=1[C:10]1[CH:15]=[CH:14][C:13]([C:16]([O:18][CH3:19])=[O:17])=[CH:12][C:11]=1[CH:20]([OH:26])[C:21]([CH3:25])([CH3:24])[CH:22]=[CH2:23]>CO.[Pd]>[F:1][C:2]1[CH:7]=[CH:6][C:5]([O:8][CH3:9])=[CH:4][C:3]=1[C:10]1[CH:15]=[CH:14][C:13]([C:16]([O:18][CH3:19])=[O:17])=[CH:12][C:11]=1[CH:20]([OH:26])[C:21]([CH3:25])([CH3:24])[CH2:22][CH3:23]. Procedure: To a solution of 66.60D (0.453 g, 1.26 mmol) in MeOH (10 mL) (degassed by N2), was added palladium on carbon (0.135 g, 1.26 mmol). The resulting mixture was stirred at room temperature under H2 for 18 hrs. The reaction mixture was then filtered through silica gel. After removing solvent, 66.62A (394 mg) was obtained as a colorless oil. Starting materials: ClC=1C=C2C=NN(C2=C(C1)C(C)OCC1(CCN(CC1)C(=O)OC(C)(C)C)C1=CC=CC=C1)C ((±)-tert-Butyl 4-((1-(5-chloro-1-methyl-1H-indazol-7-yl)ethoxy)methyl)-4-phenylpiperidine-1-carboxylate), FC(C(=O)O)(F)F.C(Cl)Cl (trifluoroacetic acid methylene chloride). Yields the product ClC1=CC2=CN(N=C2C(=C1)C(C)OCC1(CCNCC1)C1=CC=CC=C1)C ((±)-5-Chloro-2-methyl-7-(1-((4-phenylpiperidin-4-yl)methoxy)ethyl)-2H-indazole). RXN SMILES: [Cl:1][C:2]1[CH:3]=[C:4]2[C:8](=[C:9]([CH:11]([O:13][CH2:14][C:15]3([C:28]4[CH:33]=[CH:32][CH:31]=[CH:30][CH:29]=4)[CH2:20][CH2:19][N:18](C(OC(C)(C)C)=O)[CH2:17][CH2:16]3)[CH3:12])[CH:10]=1)[N:7](C)[N:6]=[CH:5]2.F[C:36](F)(F)C(O)=O.C(Cl)Cl>>[Cl:1][C:2]1[CH:10]=[C:9]([CH:11]([O:13][CH2:14][C:15]2([C:28]3[CH:33]=[CH:32][CH:31]=[CH:30][CH:29]=3)[CH2:20][CH2:19][NH:18][CH2:17][CH2:16]2)[CH3:12])[C:8]2[C:4](=[CH:5][N:6]([CH3:36])[N:7]=2)[CH:3]=1 |f:1.2|. Procedure: (±)-tert-Butyl 4-((1-(5-chloro-1-methyl-1H-indazol-7-yl)ethoxy)methyl)-4-phenylpiperidine-1-carboxylate (27 mg, 0.06 mmol) was treated with a trifluoroacetic acid/methylene chloride mixture (1:1, 2 mL) for 1 h. The solvent was removed in vacuo and the resulting crude mixture passed through a strong cation exchange column. After washing the column with several volumes of methanol, the product was eluted by washing the column with 2 M ammonia in methanol. The solvent was evaporated to afford 18 mg... RXN SMILES: Cl[CH2:2][CH2:3][CH2:4][N:5]1[C:13]2[C:8](=[CH:9][C:10]([N:14]3[CH:19]=[CH:18][C:17]([C:20]4[CH:25]=[CH:24][C:23]([C:26]([F:29])([F:28])[F:27])=[CH:22][CH:21]=4)=[CH:16][C:15]3=[O:30])=[CH:11][CH:12]=2)[CH:7]=[N:6]1.C([O-])([O-])=O.[K+].[K+].[NH:37]1[CH2:41][CH2:40][CH2:39][CH2:38]1>CN(C=O)C.O>[N:37]1([CH2:2][CH2:3][CH2:4][N:5]2[C:13]3[C:8](=[CH:9][C:10]([N:14]4[CH:19]=[CH:18][C:17]([C:20]5[CH:25]=[CH:24][C:23]([C:26]([F:29])([F:28])[F:27])=[CH:22][CH:21]=5)=[CH:16][C:15]4=[O:30])=[CH:11][CH:12]=3)[CH:7]=[N:6]2)[CH2:41][CH2:40][CH2:39][CH2:38]1 |f:1.2.3|. Product: N1(CCCC1)CCCN1N=CC2=CC(=CC=C12)N1C(C=C(C=C1)C1=CC=C(C=C1)C(F)(F)F)=O (1-(1-(3-(Pyrrolidin-1-yl)propyl)-1H-indazol-5-yl)-4-(4(trifluoromethyl)phenyl)pyridin-2(1H)-one). Reaction conditions: temperature 50 celsius. The yield is 91.7%. The solvent is CN(C)C=O (DMF), O (H2O). Reported procedure: To a solution of 1-(1H-indazol-5-yl)-4-(4-(trifluoromethyl)phenyl)pyridin-2(1H)-one (278 mg, 0.783 mmol) in DMSO (4.0 mL) was added 3-bromo-1-chloropropane (1.23 g, 7.83 mmol) and Cs2CO3 (765 mg, 2.35 mmol), and the reaction was stirred at ambient temperature for 18 h. The reaction mixture was diluted with H2O (25 mL) and extracted with EtOAc (3×25 mL). The extracts were washed with brine (25 mL), dried over Na2SO4, and concentrated. Flash chromatography (silica gel, CH2Cl2/MeOH, 100:1) yielded ... The reactants are ClCCCN1N=CC2=CC(=CC=C12)N1C(C=C(C=C1)C1=CC=C(C=C1)C(F)(F)F)=O (1-(1-(3-chloropropyl)-1H-indazol-5-yl)-4-(4-(trifluoromethyl)phenyl)pyridin-2(1H)-one), C(=O)([O-])[O-].[K+].[K+] (K2CO3), N1CCCC1 (pyrrolidine). Reactants: O=C(Cl)c1cc([N+](=O)[O-])ccc1Cl, ClCCl, c1ccncc1, Nc1cnc2[nH]ccc2c1. Product: O=C(Nc1cnc2[nH]ccc2c1)c1cc([N+](=O)[O-])ccc1Cl. Reaction SMILES: [Cl:11][c:12]1[c:13]([C:14](=[O:15])[Cl:16])[cH:17][c:18]([N+:21](=[O:22])[O-:23])[cH:19][cH:20]1.[Cl:30][CH2:31][Cl:32].[cH:24]1[cH:25][cH:26][n:27][cH:28][cH:29]1.[nH:1]1[cH:2][cH:3][c:4]2[c:5]1[n:6][cH:7][c:8]([NH2:10])[cH:9]2>>[nH:1]1[cH:2][cH:3][c:4]2[c:5]1[n:6][cH:7][c:8]([NH:10][C:14]([c:13]1[c:12]([Cl:11])[cH:20][cH:19][c:18]([N+:21](=[O:22])[O-:23])[cH:17]1)=[O:15])[cH:9]2. Starting materials: ClC=1C=C(C=C(C1)Cl)C(C(F)(F)F)=O (1-(3,5-Dichloro-phenyl)-2,2,2-trifluoro-ethanone), C(C)(=O)C=1C=CC(=C(C#N)C1)F (5-acetyl-2-fluoro-benzonitrile), C([O-])([O-])=O.[K+].[K+] (potassium carbonate). Run in C1(=CC=CC=C1)C (toluene). Yields the product ClC=1C=C(C=C(C1)Cl)C(=CC(=O)C=1C=CC(=C(C#N)C1)F)C(F)(F)F (5-[3-(3,5-Dichloro-phenyl)-4,4,4-trifluoro-but-2-enoyl]-2-fluoro-benzonitrile). Isolated yield 46.0%. Reaction SMILES: [Cl:1][C:2]1[CH:3]=[C:4]([C:9](=O)[C:10]([F:13])([F:12])[F:11])[CH:5]=[C:6]([Cl:8])[CH:7]=1.[C:15]([C:18]1[CH:19]=[CH:20][C:21]([F:26])=[C:22]([CH:25]=1)[C:23]#[N:24])(=[O:17])[CH3:16].C(=O)([O-])[O-].[K+].[K+]>C1(C)C=CC=CC=1>[Cl:1][C:2]1[CH:3]=[C:4]([C:9]([C:10]([F:13])([F:12])[F:11])=[CH:16][C:15]([C:18]2[CH:19]=[CH:20][C:21]([F:26])=[C:22]([CH:25]=2)[C:23]#[N:24])=[O:17])[CH:5]=[C:6]([Cl:8])[CH:7]=1 |f:2.3.4|. Procedure details: 163 mg of 1-(3,5-Dichloro-phenyl)-2,2,2-trifluoro-ethanone (VIa) (Journal of Physical Organic Chemistry (1989), 2(4), 363-6), 486 mg of 5-acetyl-2-fluoro-benzonitrile (CAS:288309-07-9) and 276 mg of potassium carbonate in 5 ml of dry toluene were refluxed for 72 hours. The solvent was then evaporated under reduced pressure and the residue was purified on silica gel (eluent hexane/ethyl acetate 6:1) affording 5-[3-(3,5-Dichloro-phenyl)-4,4,4-trifluoro-but-2-enoyl]-2-fluoro-benzonitrile as a yello... Procedure: 31.2 g (476 mmol) of zinc dust and 740 mg (2.65 mmol) of lead(II) chloride are suspended in 320 ml of THF and at 0° C. 30 ml (265 mmol) of dibromomethane are added. The mixture is stirred at room temperature for a further 30 minutes and at 0° C. 53 ml (53 mmol) of a 1 M titanium(IV) chloride solution in dichloromethane are added dropwise. The cooling bath is removed and, after an hour, the reaction mixture is cooled to 0° C. again. 10.6 g (53 mmol) of 1-(3,4-difluoro-2-methoxyphenyl)propan-1-one... Starting materials: [Pb](Cl)Cl (lead(II) chloride), Cl (hydrochloric acid), FC=1C(=C(C=CC1F)C(CC)=O)OC (1-(3,4-difluoro-2-methoxyphenyl)propan-1-one), BrCBr (dibromomethane). Reaction conditions: temperature 0 celsius, time 30 minute. The solvent is C1CCOC1 (THF), C1CCOC1 (THF), C(C)OCC (diethyl ether), ClCCl (dichloromethane). Reagents/catalysts: [Zn] (zinc), [Ti](Cl)(Cl)(Cl)Cl (titanium(IV) chloride). RXN SMILES: [Pb](Cl)Cl.Br[CH2:5]Br.[F:7][C:8]1[C:9]([O:19][CH3:20])=[C:10]([C:15](=O)[CH2:16][CH3:17])[CH:11]=[CH:12][C:13]=1[F:14].Cl>C1COCC1.ClCCl.C(OCC)C.[Zn].[Ti](Cl)(Cl)(Cl)Cl>[F:7][C:8]1[C:13]([F:14])=[CH:12][CH:11]=[C:10]([C:15](=[CH2:5])[CH2:16][CH3:17])[C:9]=1[O:19][CH3:20]. The yield is 40.9%. Product: FC1=C(C(=CC=C1F)C(CC)=C)OC (2,3-difluoro-6-(1-methylenepropyl)anisole). Starting materials: solvent B, solvent B, CN1C(=NC=C1)CON (O-(1-methylimidazol-2-yl)methylhydroxylamine), NC=1SC=C(N1)C(C(=O)O)=O (2-(2-aminothiazol-4-yl)glyoxylic acid). Yields the product NC=1SC=C(N1)/C(/C(=O)O)=N/OCC=1N(C=CN1)C (2-(2-aminothiazol-4-yl)-2-[(Z)-(1-methylimidazol-2-yl)-methoxy-imino]acetic acid). RXN SMILES: [CH3:1][N:2]1[CH:6]=[CH:5][N:4]=[C:3]1[CH2:7][O:8][NH2:9].[NH2:10][C:11]1[S:12][CH:13]=[C:14]([C:16](=O)[C:17]([OH:19])=[O:18])[N:15]=1>>[NH2:10][C:11]1[S:12][CH:13]=[C:14](/[C:16](=[N:9]/[O:8][CH2:7][C:3]2[N:2]([CH3:1])[CH:6]=[CH:5][N:4]=2)/[C:17]([OH:19])=[O:18])[N:15]=1. Reported procedure: N.m.r. in solvent B: 4.73 (q, 2H), 6.93 (s, 1H). 15. The method of condensation was that described in Footnote 11. 16. N.m.r. in solvent B: 3.5 (d, 1H), 3.75 (d, 1H), 3.95 (d, 1H), 4.5 (d, 1H), 4.75 (d, 1H), 4.95 (d, 1H), 5.3 (d, 1H), 5.9 (d, 1H), 7.2 (s, 1H). 17. The starting material was prepared by reaction of O-(1-methylimidazol-2-yl)methylhydroxylamine with 2-(2-aminothiazol-4-yl)glyoxylic acid to give 2-(2-aminothiazol-4-yl)-2-[(Z)-(1-methylimidazol-2-yl)-methoxy-imino]acetic acid. Starting materials: C(CCC)=O (n-butanal), C(\C=C\C)=O (crotonaldehyde), stannous chloride dihydrate. Reagents/catalysts: [Bi](Cl)(Cl)Cl (bismuth chloride). Product: C(C=CC)OC(CCC)OCC=CC (n-butanal dicrotyl acetal). Isolated yield 178.5%. As a reaction SMILES: [CH:1](=[O:5])[CH2:2][CH2:3][CH3:4].[CH:6](=[O:10])/[CH:7]=[CH:8]/[CH3:9]>[Bi](Cl)(Cl)Cl>[CH2:1]([O:5][CH:6]([O:10][CH2:1][CH:2]=[CH:3][CH3:4])[CH2:7][CH2:8][CH3:9])[CH:2]=[CH:3][CH3:4]. Procedure: The general procedure of Example 2 was repeated except that 72 g (1 mole) of n-butanal and 2 mg of bismuth chloride were used instead of 70 g of crotonaldehyde and 3 mg of stannous chloride dihydrate, respectively to give 177.0 g of n-butanal dicrotyl acetal (R1 =an n-propyl group, R2 =a hydrogen atom and R3 =a crotyl group] (boiling point: 116° C./25 mmHg) (yield: 89.4%).